From a dataset of the Open Reaction Database (ORD), a public repository of structured organic reaction records. describe an organic reaction: reactants, conditions, products, and yield Starting materials: FC(C(CC#N)=O)(F)F (4,4,4-trifluoro-3-oxobutanenitrile), Cl.C1(=CC=CC=C1)NN (phenylhydrazine hydrochloride). Solvent: CCO (EtOH). Run at temperature 90 celsius. Yields the product C1(=CC=CC=C1)N1N=C(C=C1N)C(F)(F)F (1-phenyl-3-(trifluoromethyl)-1H-pyrazol-5-amine). Isolated yield 90.6%. As a reaction SMILES: [F:1][C:2]([F:9])([F:8])[C:3](=O)[CH2:4][C:5]#[N:6].Cl.[C:11]1([NH:17][NH2:18])[CH:16]=[CH:15][CH:14]=[CH:13][CH:12]=1>CCO>[C:11]1([N:17]2[C:5]([NH2:6])=[CH:4][C:3]([C:2]([F:9])([F:8])[F:1])=[N:18]2)[CH:16]=[CH:15][CH:14]=[CH:13][CH:12]=1 |f:1.2|. Procedure: A mixture of 4,4,4-trifluoro-3-oxobutanenitrile (2.056 g, 15 mmol) and phenylhydrazine hydrochloride (2.169 g, 15 mmol) in EtOH was heated at 90° C. for 8 hours. The reaction was quenched with water, basified with saturated NaHCO3 solution, and extracted with CH2Cl2. Extracts were dried over MgSO4, concentrated under reduced pressure, and dried under vacuum to afford 1-phenyl-3-(trifluoromethyl)-1H-pyrazol-5-amine as yellow solid (3.089 g, 91%). 1H NMR (300 MHz, CDCl3) δ 7.54 (m, 5H), 5.85 (s, 1... Reactants: COC(=O)c1ccc2[nH]nc(-c3cc4ccccc4s3)c2c1F, CO, Cl, [Na+], C1CCOC1, [OH-]. Yields the product O=C(O)c1ccc2[nH]nc(-c3cc4ccccc4s3)c2c1F. RXN SMILES: [CH3:1][O:2][C:3](=[O:4])[c:5]1[c:6]([F:23])[c:7]2[c:8](-[c:14]3[cH:15][c:16]4[c:17]([s:18]3)[cH:19][cH:20][cH:21][cH:22]4)[n:9][nH:10][c:11]2[cH:12][cH:13]1.[CH3:32][OH:33].[ClH:26].[Na+:25].[O:27]1[CH2:28][CH2:29][CH2:30][CH2:31]1.[OH-:24]>>[O:2]=[C:3]([OH:4])[c:5]1[c:6]([F:23])[c:7]2[c:8](-[c:14]3[cH:15][c:16]4[c:17]([s:18]3)[cH:19][cH:20][cH:21][cH:22]4)[n:9][nH:10][c:11]2[cH:12][cH:13]1. The reactants are N1C(=NCCC1)S (1,4,5,6-tetrahydro-2-pyrimidinethiol), BrC=1C=C2C=CNC2=CC1 (5-bromo-indole), [I-].[K+] (potassium iodide), II (iodine). Reaction conditions: time 2 hour. RXN SMILES: [Br:1][C:2]1[CH:3]=[C:4]2[C:8](=[CH:9][CH:10]=1)[NH:7][CH:6]=[CH:5]2.[I-:11].[K+].II.[NH:15]1[CH2:20][CH2:19][CH2:18][N:17]=[C:16]1[SH:21]>CO.O>[IH:11].[Br:1][C:2]1[CH:3]=[C:4]2[C:8](=[CH:9][CH:10]=1)[NH:7][CH:6]=[C:5]2[S:21][C:16]1[NH:17][CH2:18][CH2:19][CH2:20][N:15]=1 |f:1.2,7.8|. Run in CO (methanol), CO (methanol), O (water). Product: I.BrC=1C=C2C(=CNC2=CC1)SC=1NCCCN1 (5-bromo-3-(1,4,5,6-tetrahydro-2-pyrimidinylthio)-indole hydriodide). Reported procedure: A solution of 19.6 g of 5-bromo-indole in 50 ml of methanol is added to a stirred solution of 50 g potassium iodide and 25.4 g of iodine in 150 ml of water at room temperature. The mixture is further treated with a solution of 11.6 g of 1,4,5,6-tetrahydro-2-pyrimidinethiol in 270 ml of warm methanol. The reaction mixture is then stirred at room temperature for 2 hours, filtered and the filtrate is concentrated to one-fifth of the original volume and cooled. A crystalline precipitate is formed. T... Reactants: CCCC[Sn](CCCC)(CCCC)c1cc2cc(C=O)ccc2o1, CCOC(C)=O, Cc1c(Nc2c(I)cncc2C#N)cc(Cl)c2[nH]ccc12, CN(C)C=O, c1ccc(P(c2ccccc2)(c2ccccc2)[Pd](P(c2ccccc2)(c2ccccc2)c2ccccc2)(P(c2ccccc2)(c2ccccc2)c2ccccc2)P(c2ccccc2)(c2ccccc2)c2ccccc2)cc1. Yields the product Cc1c(Nc2c(C#N)cncc2-c2cc3cc(C=O)ccc3o2)cc(Cl)c2[nH]ccc12. Reaction SMILES: [CH2:22]([Sn:23]([CH2:24][CH2:25][CH2:26][CH3:38])([c:27]1[o:28][c:29]2[c:30]([cH:31]1)[cH:32][c:33]([CH:36]=[O:37])[cH:34][cH:35]2)[CH2:39][CH2:40][CH2:41][CH3:42])[CH2:43][CH2:44][CH3:45].[CH3:46][CH2:47][O:48][C:49](=[O:50])[CH3:51].[Cl:1][c:2]1[cH:3][c:4]([NH:12][c:13]2[c:14]([I:21])[cH:15][n:16][cH:17][c:18]2[C:19]#[N:20])[c:5]([CH3:11])[c:6]2[cH:7][cH:8][nH:9][c:10]12.[O:52]=[CH:53][N:54]([CH3:55])[CH3:56].[cH:57]1[cH:58][cH:59][c:60]([P:61]([Pd:62]([P:63]([c:64]2[cH:65][cH:66][cH:67][cH:68][cH:69]2)([c:70]2[cH:71][cH:72][cH:73][cH:74][cH:75]2)[c:76]2[cH:77][cH:78][cH:79][cH:80][cH:81]2)([P:82]([c:83]2[cH:84][cH:85][cH:86][cH:87][cH:88]2)([c:89]2[cH:90][cH:91][cH:92][cH:93][cH:94]2)[c:95]2[cH:96][cH:97][cH:98][cH:99][cH:100]2)[P:101]([c:102]2[cH:103][cH:104][cH:105][cH:106][cH:107]2)([c:108]2[cH:109][cH:110][cH:111][cH:112][cH:113]2)[c:114]2[cH:115][cH:116][cH:117][cH:118][cH:119]2)([c:120]2[cH:121][cH:122][cH:123][cH:124][cH:125]2)[c:126]2[cH:127][cH:128][cH:129][cH:130][cH:131]2)[cH:132][cH:133]1>>[Cl:1][c:2]1[cH:3][c:4]([NH:12][c:13]2[c:14](-[c:27]3[o:28][c:29]4[c:30]([cH:31]3)[cH:32][c:33]([CH:36]=[O:37])[cH:34][cH:35]4)[cH:15][n:16][cH:17][c:18]2[C:19]#[N:20])[c:5]([CH3:11])[c:6]2[cH:7][cH:8][nH:9][c:10]12.